Dataset: the Open Reaction Database (ORD), a public repository of structured organic reaction records. Task: describe an organic reaction: reactants, conditions, products, and yield The product is CNc1ccc(F)cc1C(C)=O. As a reaction SMILES: [CH3:12][NH2:13].[ClH:17].[Cu:16].[F:1][c:2]1[c:3]([C:9]([CH3:10])=[O:11])[cH:4][c:5]([F:8])[cH:6][cH:7]1.[Na+:15].[OH-:14]>>[c:2]1([NH:13][CH3:12])[c:3]([C:9]([CH3:10])=[O:11])[cH:4][c:5]([F:8])[cH:6][cH:7]1. The reactants are CN, Cl, [Cu], CC(=O)c1cc(F)ccc1F, [Na+], [OH-]. The reactants are ClCCl, Cc1cc(CO)cnc1Cl. Yields the product Cc1cc(C=O)cnc1Cl. RXN SMILES: [Cl:11][CH2:12][Cl:13].[Cl:1][c:2]1[c:3]([CH3:10])[cH:4][c:5]([CH2:8][OH:9])[cH:6][n:7]1>>[Cl:1][c:2]1[c:3]([CH3:10])[cH:4][c:5]([CH:8]=[O:9])[cH:6][n:7]1. Isolated yield 67.8%. Starting materials: CN1C(=O)N(C(=O)CC1=O)C (1,3-dimethylbarbituric acid), C(C)(=O)OC(C)=O (acetic anhydride). Yields the product C(C)(=O)C1C(N(C(N(C1=O)C)=O)C)=O (5-Acetyl-1,3-Dimethyl-2,4,6(1H,3H,5H)-Pyrimidinetrione). Reaction SMILES: [CH3:1][N:2]1[C:9](=[O:10])[CH2:8][C:6](=[O:7])[N:5]([CH3:11])[C:3]1=[O:4].[C:12](OC(=O)C)(=[O:14])[CH3:13]>CN(C)C1C=CN=CC=1.C(Cl)Cl>[C:12]([CH:8]1[C:9](=[O:10])[N:2]([CH3:1])[C:3](=[O:4])[N:5]([CH3:11])[C:6]1=[O:7])(=[O:14])[CH3:13]. Solvent: C(Cl)Cl (CH2Cl2), C(Cl)Cl (CH2Cl2). Procedure: A mixture of 1,3-dimethylbarbituric acid (10 g, 64.04 mmol), 4-dimethylaminopyridine (9.49 g, 158.0 mmol) in dry CH2Cl2 (190 ml) was cooled to 0° C. and acetic anhydride (7.35 ml, 77.9 mmol) added dropwise in 15 min. The reaction mixture was stirred overnight at room temperature, diluted with CH2Cl2 (500 ml) and washed with 2 N HCl solution (80 ml). The organic phase was dried over MgSO4 and evaporated. The residue was crystallised from MeOH, giving 5-acetyl-1,3-dimethyl-2,4,6(1H,3H,5H)-pyrimidi... Run at temperature 0 celsius, time 8 hour. The reagents and catalysts are CN(C1=CC=NC=C1)C (4-dimethylaminopyridine). Starting materials: FC(/C(=C/C(=O)OCC)/OS(=O)(=O)C(F)(F)F)(F)F (ethyl (Z)-4,4,4-trifluoro-3-{[(trifluoromethyl)sulfonyl]-oxy}-2-butenoate), P(=O)([O-])([O-])[O-].[K+].[K+].[K+] (potassium phosphate), C(#N)C=1C=C(C=CC1)B(O)O (3-cyanophenyl boronic acid), tetrakis (triphenylphosphine)palladium(0). The solvent is O1CCOCC1 (dioxane). Conditions: time 8 hour. Product: C(#N)C=1C=C(C=CC1)\C(=C/C(=O)OCC)\C(F)(F)F (ethyl (2E)-3-(3-cyanophenyl)-4,4,4-trifluorobut-2-enoate). The yield is 70.5%. As a reaction SMILES: [F:1][C:2]([F:19])([F:18])/[C:3](/OS(C(F)(F)F)(=O)=O)=[CH:4]/[C:5]([O:7][CH2:8][CH3:9])=[O:6].P([O-])([O-])([O-])=O.[K+].[K+].[K+].[C:28]([C:30]1[CH:31]=[C:32](B(O)O)[CH:33]=[CH:34][CH:35]=1)#[N:29]>O1CCOCC1>[C:28]([C:30]1[CH:35]=[C:34](/[C:3](/[C:2]([F:19])([F:18])[F:1])=[CH:4]\[C:5]([O:7][CH2:8][CH3:9])=[O:6])[CH:33]=[CH:32][CH:31]=1)#[N:29] |f:1.2.3.4|. Reported procedure: To a solution of ethyl (Z)-4,4,4-trifluoro-3-{[(trifluoromethyl)sulfonyl]-oxy}-2-butenoate (250 mg, 0.79 mmol) in 5 ml anhydrous dioxane was added potassium phosphate (251 mg, 1.19 mmol), 3-cyanophenyl boronic acid (116 mg, 0.79 mmol), and tetrakis (triphenylphosphine)palladium(0) (23 mg, 0.02 mmol). Reaction mixture was heated to reflux and stirred overnight. Mixture was filtered through a pad of Celite, diluted with 50 ml ethyl acetate, washed with 2×50 ml water, 2×50 ml saturated brine soluti... Starting materials: COC1=CC=C(C=CC(=O)Cl)C=C1 (4-methoxycinnamic acid chloride), N1=CC=CC=C1 (pyridine), OCCCNC([C@@H](O)C(C)(C)CO)=O (D-panthenol). The solvent is O1CCCC1 (tetrahydrofuran), C1CCOC1 (THF). Conditions: time 3 hour. Yields the product panthenol diester, COC1=CC=C(C=CC(=O)O)C=C1 (p-methoxycinnamic acid). The yield is 55.0%. As a reaction SMILES: [OH:1]CCCNC(=O)[C@H](C(CO)(C)C)O.[CH3:15][O:16][C:17]1[CH:27]=[CH:26][C:20]([CH:21]=[CH:22][C:23](Cl)=[O:24])=[CH:19][CH:18]=1.N1C=CC=CC=1>C1COCC1>[CH3:15][O:16][C:17]1[CH:27]=[CH:26][C:20]([CH:21]=[CH:22][C:23]([OH:1])=[O:24])=[CH:19][CH:18]=1. Procedure: 11.3 g of D-panthenol (0.055 mol) are placed in 100 ml of THF while gassing with argon in a 500 ml 4-necked sulphonation flask provided with a thermometer, a 100 ml dropping funnel, a magnetic stirrer and a reflux condenser. A solution of 27.8 g of 4-methoxycinnamic acid chloride (0.14 mol) in 100 ml of tetrahydrofuran is then added dropwise within about 15 minutes. A solution of 11.1 g of pyridine (0.14 mol) is now added dropwise within about 30 minutes and the mixture is stirred for a further ... The reactants are O=C(Cl)Oc1ccc([N+](=O)[O-])cc1, O=S(=O)(CCO)CCO, c1ccncc1. Yields the product O=C(OCCS(=O)(=O)CCO)Oc1ccc([N+](=O)[O-])cc1. Reaction SMILES: [Cl:10][C:11](=[O:12])[O:13][c:14]1[cH:15][cH:16][c:17]([N+:20](=[O:21])[O-:22])[cH:18][cH:19]1.[S:1](=[O:2])(=[O:3])([CH2:4][CH2:5][OH:6])[CH2:7][CH2:8][OH:9].[cH:23]1[cH:24][cH:25][n:26][cH:27][cH:28]1>>[S:1](=[O:2])(=[O:3])([CH2:4][CH2:5][OH:6])[CH2:7][CH2:8][O:9][C:11](=[O:12])[O:13][c:14]1[cH:15][cH:16][c:17]([N+:20](=[O:21])[O-:22])[cH:18][cH:19]1. Starting materials: [N+](=O)([O-])C=1C=C2C(OC(=O)C2=CC1)B(O)O (5-Nitroboronophthalide), C(=O)[O-].[NH4+] (Ammonium formate). Reagents/catalysts: [Pd] (palladium on carbon). Solvent: O1CCCC1 (tetrahydrofuran). Run at temperature 50 celsius, time 3 hour. Product: NC=1C=C2C(OC(=O)C2=CC1)B(O)O (5-Aminoboronophthalide). Yield: 49.5%. RXN SMILES: [N+:1]([C:4]1[CH:5]=[C:6]2[C:11](=[CH:12][CH:13]=1)[C:9](=[O:10])[O:8][CH:7]2[B:14]([OH:16])[OH:15])([O-])=O.C([O-])=O.[NH4+]>[Pd].O1CCCC1>[NH2:1][C:4]1[CH:5]=[C:6]2[C:11](=[CH:12][CH:13]=1)[C:9](=[O:10])[O:8][CH:7]2[B:14]([OH:16])[OH:15] |f:1.2|. Procedure details: 5-Nitroboronophthalide (2.72 g, 15.2 mmol) and 10% palladium on carbon (911 mg) are suspended in 30 mL of anhydrous tetrahydrofuran. Ammonium formate (4.41 g, 70 mmol) is added and the mixture is stirred at 50° C., under nitrogen for 3 hr. After cooling to room temperature, the catalyst is removed by filtration through a pad of Celite, which is then washed with ˜30 mL of methanol. Concentration in vacuo gives a light brown oil that is purified by dissolution in ethyl acetate and filtration throu... Reactants: C#Cc1ccc(C=O)cc1, CC(C)(C)C(CO)CS, Cc1ccc(S(=O)(=O)O)cc1, c1ccccc1. Yields the product C#Cc1ccc(C2OCC(C(C)(C)C)CS2)cc1. RXN SMILES: [C:10](#[CH:11])[c:12]1[cH:13][cH:14][c:15]([CH:16]=[O:17])[cH:18][cH:19]1.[CH3:1][C:2]([CH:3]([CH2:4][OH:5])[CH2:6][SH:7])([CH3:8])[CH3:9].[c:20]1([CH3:21])[cH:22][cH:23][c:24]([S:25]([OH:26])(=[O:27])=[O:28])[cH:29][cH:30]1.[cH:31]1[cH:32][cH:33][cH:34][cH:35][cH:36]1>>[CH3:1][C:2]([CH:3]1[CH2:4][O:5][CH:16]([c:15]2[cH:14][cH:13][c:12]([C:10]#[CH:11])[cH:19][cH:18]2)[S:7][CH2:6]1)([CH3:8])[CH3:9]. The reactants are BrCc1ccc(Br)cc1, CC(C)(C)OC(=O)C(C)(C)Sc1nc(CO)cs1, CC(C)(C)[O-], CN(C)C=O, [K+], O. Yields the product CC(C)(C)OC(=O)C(C)(C)Sc1nc(COCc2ccc(Br)cc2)cs1. As a reaction SMILES: [Br:19][c:20]1[cH:21][cH:22][c:23]([CH2:24][Br:25])[cH:26][cH:27]1.[C:1]([CH3:2])([CH3:3])([CH3:4])[O:5][C:6]([C:7]([CH3:8])([CH3:9])[S:10][c:11]1[s:12][cH:13][c:14]([CH2:16][OH:17])[n:15]1)=[O:18].[CH3:28][C:29]([CH3:30])([O-:31])[CH3:32].[CH3:35][N:36]([CH3:37])[CH:38]=[O:39].[K+:33].[OH2:34]>>[C:1]([CH3:2])([CH3:3])([CH3:4])[O:5][C:6]([C:7]([CH3:8])([CH3:9])[S:10][c:11]1[s:12][cH:13][c:14]([CH2:16][O:17][CH2:24][c:23]2[cH:22][cH:21][c:20]([Br:19])[cH:27][cH:26]2)[n:15]1)=[O:18]. Reactants: COC1=CC=C(C=C1)C(OC[C@@H]1[C@H]([C@H]([C@@H](O1)N1C=NC=2C(=O)NC(NC(COC3=CC=CC=C3)=O)=NC12)OC(NC1=CC=CC=C1)=O)O)(C1=CC=CC=C1)C1=CC=C(C=C1)OC (5′-O-[bis(4-methoxyphenyl)phenylmethyl]-N2-phenoxyacetyl-2′-O-phenylcarbamoylguanosine), COC1=CC=C(C=C1)C(OC[C@@H]1[C@H]([C@H]([C@@H](O1)N1C=NC=2C(=O)NC(NC(COC3=CC=CC=C3)=O)=NC12)O)O)(C1=CC=CC=C1)C1=CC=C(C=C1)OC (5′-O-[bis(4-methoxyphenyl)phenylmethyl]-N2-phenoxyacetyl-guanosine), C1(=CC=CC=C1)N=C=O (phenyl isocyanate), C(=O)([O-])[O-].[K+].[K+] (K2CO3), C1(=CC=CC=C1)N=C=O (phenyl isocyanate), C(C)(C)[C@@H]1N=C(OC1)C1=NC(=CC=C1)C=1OC[C@@H](N1)C(C)C (2,6-bis[(4S)-isopropyl-2-oxazoline-2-yl]pyridine). The reagents and catalysts are C(F)(F)(F)S(=O)(=O)[O-].C(F)(F)(F)S(=O)(=O)[O-].[Cu+2] (Cu(OTf)2). Run in C1CCOC1 (THF), C1CCOC1 (THF), C1CCOC1 (THF), C1CCOC1 (THF). The product is COC1=CC=C(C=C1)C(OC[C@@H]1[C@H]([C@H]([C@@H](O1)N1C=NC=2C(=O)NC(NC(COC3=CC=CC=C3)=O)=NC12)O)OC(NC1=CC=CC=C1)=O)(C1=CC=CC=C1)C1=CC=C(C=C1)OC (5′-O-[bis(4-methoxyphenyl)phenylmethyl]-N2-phenoxyacetyl-3′-O-phenylcarbamoylguanosine). As a reaction SMILES: C([C@H]1COC(C2C=CC=C(C3OC[C@H](C(C)C)N=3)N=2)=N1)(C)C.[CH3:23][O:24][C:25]1[CH:30]=[CH:29][C:28]([C:31]([C:68]2[CH:73]=[CH:72][C:71]([O:74][CH3:75])=[CH:70][CH:69]=2)([C:62]2[CH:67]=[CH:66][CH:65]=[CH:64][CH:63]=2)[O:32][CH2:33][C@H:34]2[O:38][C@@H:37]([N:39]3[C:59]4[N:58]=[C:46]([NH:47][C:48](=[O:57])[CH2:49][O:50][C:51]5[CH:56]=[CH:55][CH:54]=[CH:53][CH:52]=5)[NH:45][C:43](=[O:44])[C:42]=4[N:41]=[CH:40]3)[C@H:36]([OH:60])[C@@H:35]2[OH:61])=[CH:27][CH:26]=1.[C:76]1([N:82]=[C:83]=[O:84])[CH:81]=[CH:80][CH:79]=[CH:78][CH:77]=1.C([O-])([O-])=O.[K+].[K+].COC1C=CC(C(C2C=CC(OC)=CC=2)(C2C=CC=CC=2)OC[C@H]2O[C@@H](N3C4N=C(NC(=O)COC5C=CC=CC=5)NC(=O)C=4N=C3)[C@H](OC(=O)NC3C=CC=CC=3)[C@@H]2O)=CC=1>C(S([O-])(=O)=O)(F)(F)F.C(S([O-])(=O)=O)(F)(F)F.[Cu+2].C1COCC1>[CH3:75][O:74][C:71]1[CH:70]=[CH:69][C:68]([C:31]([C:28]2[CH:27]=[CH:26][C:25]([O:24][CH3:23])=[CH:30][CH:29]=2)([C:62]2[CH:63]=[CH:64][CH:65]=[CH:66][CH:67]=2)[O:32][CH2:33][C@H:34]2[O:38][C@@H:37]([N:39]3[C:59]4[N:58]=[C:46]([NH:47][C:48](=[O:57])[CH2:49][O:50][C:51]5[CH:56]=[CH:55][CH:54]=[CH:53][CH:52]=5)[NH:45][C:43](=[O:44])[C:42]=4[N:41]=[CH:40]3)[C@H:36]([OH:60])[C@@H:35]2[O:61][C:83](=[O:84])[NH:82][C:76]2[CH:81]=[CH:80][CH:79]=[CH:78][CH:77]=2)=[CH:73][CH:72]=1 |f:3.4.5,7.8.9|. Reported procedure: The THF solution (33 ml) containing 2,6-bis[(4S)-isopropyl-2-oxazoline-2-yl]pyridine (0.06 mmol, 18.1 mg) and copper chloride (II) (0.06 mmol, 10.2 mg) was stirred for a day at room temperature. After the reaction mixture was cooled to −20° C., the THF solution (32 ml) of 5′-O-[bis(4-methoxyphenyl)phenylmethyl]-N2-phenoxyacetyl-guanosine (0.60 mmol, 431.8 mg) and the THF solution (1.6 ml) of phenyl isocyanate (0.60 mmol, 71.5 mg) and K2CO3 (0.60 mmol, 82.9 mg) were sequentially added thereto. Af...